describe an organic reaction: reactants, conditions, products, and yield From a dataset of the Open Reaction Database (ORD), a public repository of structured organic reaction records. Reactants: O1C2C(OC3=C(C21)C=C(C=C3)[N+](=O)[O-])(CF)CF (3,4-epoxy-2,2-bisfluoromethyl-3,4-dihydro-6-nitro-2H-1-benzopyran), N (ammonia). Solvent: C(C)O (ethanol). Run at time 42 hour. Product: NC1C(C(OC2=C1C=C(C=C2)[N+](=O)[O-])(CF)CF)O (4-amino-2,2-bisfluoromethyl-3,4-dihydro-6-nitro-2H-1-benzopyran-3-ol). Reaction SMILES: [O:1]1[CH:7]2[CH:2]1[C:3]([CH2:17][F:18])([CH2:15][F:16])[O:4][C:5]1[CH:11]=[CH:10][C:9]([N+:12]([O-:14])=[O:13])=[CH:8][C:6]=12.[NH3:19]>C(O)C>[NH2:19][CH:7]1[C:6]2[CH:8]=[C:9]([N+:12]([O-:14])=[O:13])[CH:10]=[CH:11][C:5]=2[O:4][C:3]([CH2:17][F:18])([CH2:15][F:16])[CH:2]1[OH:1]. Procedure: A mixture of 0.53 g of 3,4-epoxy-2,2-bisfluoromethyl-3,4-dihydro-6-nitro-2H-1-benzopyran, 15 ml of a concentrated aqueous ammonia solution and 15 ml of ethanol was stirred at room temperature for 42 hours. The solvent was distilled off and methylene chloride was added thereto. The mixture was extracted with 1N hydrochloric acid and 2N sodium hydroxide was added to an aqueous layer to form an alkaline solution. The solution was extracted with methylene chloride and the organic layer was washed wi... Reactants: BrC1=CC=C(CC(C#N)C#N)C=C1 ((4-bromobenzyl)malononitrile), compound ( 51 ), [H-].[Na+] (sodium hydride), BrCCF (1-bromo-2-fluoroethane). Run in CN(C=O)C (N,N-dimethylformamide). The product is BrC1=CC=C(CC(C#N)(C#N)CCF)C=C1 (2-(4-bromobenzyl)-2-(2-fluoroethyl)malononitrile). Isolated yield 48.8%. RXN SMILES: [Br:1][C:2]1[CH:13]=[CH:12][C:5]([CH2:6][CH:7]([C:10]#[N:11])[C:8]#[N:9])=[CH:4][CH:3]=1.[H-].[Na+].Br[CH2:17][CH2:18][F:19]>CN(C)C=O>[Br:1][C:2]1[CH:3]=[CH:4][C:5]([CH2:6][C:7]([CH2:17][CH2:18][F:19])([C:8]#[N:9])[C:10]#[N:11])=[CH:12][CH:13]=1 |f:1.2|. Procedure: Using 0.47 g of (4-bromobenzyl)malononitrile, 5 ml of N,N-dimethylformamide, 0.12 g of sodium hydride (60% in oil), and 0.25 g of 1-bromo-2-fluoroethane, and according to the process described in the Production Example 1, there was obtained 0.27 g of 2-(4-bromobenzyl)-2-(2-fluoroethyl)malononitrile (the present compound (51)).